Dataset: the Open Reaction Database (ORD), a public repository of structured organic reaction records. Task: describe an organic reaction: reactants, conditions, products, and yield Product: CC(C)(CC(=O)Nc1ccc2oc(-c3ccc4ccc(Cl)cc4n3)cc2c1)C(=O)O. The reactants are CC1(C)CC(=O)OC1=O, CN(C)C=O, Nc1ccc2oc(-c3ccc4ccc(Cl)cc4n3)cc2c1, ClCCl, c1ccncc1. Reaction SMILES: [CH3:28][C:29]1([CH3:36])[C:30](=[O:31])[O:32][C:33](=[O:35])[CH2:34]1.[CH3:40][N:41]([CH3:42])[CH:43]=[O:44].[Cl:1][c:2]1[cH:3][cH:4][c:5]2[cH:6][cH:7][c:8](-[c:12]3[o:13][c:14]4[c:15]([cH:16]3)[cH:17][c:18]([NH2:21])[cH:19][cH:20]4)[n:9][c:10]2[cH:11]1.[Cl:37][CH2:38][Cl:39].[cH:22]1[cH:23][cH:24][n:25][cH:26][cH:27]1>>[Cl:1][c:2]1[cH:3][cH:4][c:5]2[cH:6][cH:7][c:8](-[c:12]3[o:13][c:14]4[c:15]([cH:16]3)[cH:17][c:18]([NH:21][C:33]([CH2:34][C:29]([CH3:28])([C:30](=[O:31])[OH:32])[CH3:36])=[O:35])[cH:19][cH:20]4)[n:9][c:10]2[cH:11]1.